Dataset: the Open Reaction Database (ORD), a public repository of structured organic reaction records. Task: describe an organic reaction: reactants, conditions, products, and yield The reactants are OC1=C2C=3C(=CC(=CC3C(C2=CC=C1)=O)OCCC)OC (5-Hydroxy-4-methoxy-2-propyloxy-fluoren-9-one), ClCCN1CCCC1 (2-chloroethylpyrrolidine), C[O-].[Na+] (sodium methoxide). The product is Cl.N1(CCCC1)CCOC1=C2C=3C(=CC(=CC3C(C2=CC=C1)=O)OCCC)OC (5-(2-pyrrolidinyl-ethoxy)-4-methoxy-2-propyloxy-fluoren-9-one hydrochloride). Reaction SMILES: [OH:1][C:2]1[CH:14]=[CH:13][CH:12]=[C:11]2[C:3]=1[C:4]1[C:5]([O:20][CH3:21])=[CH:6][C:7]([O:16][CH2:17][CH2:18][CH3:19])=[CH:8][C:9]=1[C:10]2=[O:15].[Cl:22][CH2:23][CH2:24][N:25]1[CH2:29][CH2:28][CH2:27][CH2:26]1.C[O-].[Na+]>>[ClH:22].[N:25]1([CH2:24][CH2:23][O:1][C:2]2[CH:14]=[CH:13][CH:12]=[C:11]3[C:3]=2[C:4]2[C:5]([O:20][CH3:21])=[CH:6][C:7]([O:16][CH2:17][CH2:18][CH3:19])=[CH:8][C:9]=2[C:10]3=[O:15])[CH2:29][CH2:28][CH2:27][CH2:26]1 |f:2.3,4.5|. Reported procedure: 5-Hydroxy-4-methoxy-2-propyloxy-fluoren-9-one (0.83 g, 2.9 mmole) and 2-chloroethylpyrrolidine and sodium methoxide (0.20 g, 3.5 mmole) are reacted as described in Example 9B to give a red powder, which when recrystallized from 2-butanone gives the title compound. (0.222 g, 18%). m.p. 147°-149° C. Analysis calculated for C23H27NO4.HCl; C, 66.10, H, 6.75, N, 3.35. Found: C, 65.82, H, 6.65; N, 3.09. The compound has the following structure: ##STR50## Starting materials: O=C([O-])[O-], CC#N, C=CS(C)(=O)=O, CC(C)(C)OC(=O)N1CCNCC1, [Na+], [Na+], O. Product: CC(C)(C)OC(=O)N1CCN(CCS(C)(=O)=O)CC1. As a reaction SMILES: [C:20](=[O:21])([O-:22])[O-:23].[CH3:27][C:28]#[N:29].[CH:14](=[CH2:15])[S:16](=[O:17])(=[O:18])[CH3:19].[N:1]1([C:7](=[O:8])[O:9][C:10]([CH3:11])([CH3:12])[CH3:13])[CH2:2][CH2:3][NH:4][CH2:5][CH2:6]1.[Na+:24].[Na+:25].[OH2:26]>>[N:1]1([C:7](=[O:8])[O:9][C:10]([CH3:11])([CH3:12])[CH3:13])[CH2:2][CH2:3][N:4]([CH2:15][CH2:14][S:16](=[O:17])(=[O:18])[CH3:19])[CH2:5][CH2:6]1.